From a dataset of the Open Reaction Database (ORD), a public repository of structured organic reaction records. describe an organic reaction: reactants, conditions, products, and yield The reactants are O=C([O-])[O-], COC1CN(c2cc(C(=O)O)ncn2)CCC1NC(=O)OCc1ccccc1, CI, CCOC(C)=O, [K+], [K+], CN(C)C=O. Yields the product COC(=O)c1cc(N2CCC(NC(=O)OCc3ccccc3)C(OC)C2)ncn1. As a reaction SMILES: [C:29](=[O:30])([O-:31])[O-:32].[CH2:1]([c:2]1[cH:3][cH:4][cH:5][cH:6][cH:7]1)[O:8][C:9](=[O:10])[NH:11][CH:12]1[CH:13]([O:27][CH3:28])[CH2:14][N:15]([c:18]2[cH:19][c:20]([C:24](=[O:25])[OH:26])[n:21][cH:22][n:23]2)[CH2:16][CH2:17]1.[CH3:35][I:36].[CH3:42][CH2:43][O:44][C:45](=[O:46])[CH3:47].[K+:33].[K+:34].[O:37]=[CH:38][N:39]([CH3:40])[CH3:41]>>[CH2:1]([c:2]1[cH:3][cH:4][cH:5][cH:6][cH:7]1)[O:8][C:9](=[O:10])[NH:11][CH:12]1[CH:13]([O:27][CH3:28])[CH2:14][N:15]([c:18]2[cH:19][c:20]([C:24](=[O:25])[O:26][CH3:29])[n:21][cH:22][n:23]2)[CH2:16][CH2:17]1. Starting materials: BrC1=C(C=C(C=O)C=C1OC)OC (4-bromo-3,5-dimethoxybenzaldehyde), C[Mg+].[Br-] (MeMgBr). The solvent is C1CCOC1 (THF). Reaction conditions: temperature -78 celsius, time 20 minute. Product: BrC1=C(C=C(C=C1OC)C(C)O)OC (1-(4-bromo-3,5-dimethoxyphenyl)ethanol). As a reaction SMILES: [Br:1][C:2]1[C:9]([O:10][CH3:11])=[CH:8][C:5]([CH:6]=[O:7])=[CH:4][C:3]=1[O:12][CH3:13].[CH3:14][Mg+].[Br-]>C1COCC1>[Br:1][C:2]1[C:9]([O:10][CH3:11])=[CH:8][C:5]([CH:6]([OH:7])[CH3:14])=[CH:4][C:3]=1[O:12][CH3:13] |f:1.2|. Procedure details: An oven-dried flask under argon was charged with 4-bromo-3,5-dimethoxybenzaldehyde (10.08 g, 41.1 mmol) and anhydrous THF (70 mL). The mixture was cooled over a −78° C. bath then a solution of MeMgBr (3.0 M in diethyl ether, 17.8 mL, 53.4 mmol) was added dropwise from an addition funnel over a period of 45 min. After stirring for 20 min, the mixture was allowed to warm to room temperature and stirred for 19 hours. After quenching with a solution of aqueous NH4Cl, it was diluted with H2O and EtOA... Starting materials: C(C1=CC=CC=C1)C1N(C(C2=CC=C(C=C12)OC)=O)C(=O)OC(C)(C)C (tert-butyl 3-benzyl-5-methoxy-1-oxoisoindoline-2-carboxylate), B(Br)(Br)Br (BBr3), N#N (N2), ice water. The solvent is ClCCl (dichloromethane). Conditions: time 8 hour. Yields the product C(C1=CC=CC=C1)C1NC(C2=CC=C(C=C12)O)=O (3-Benzyl-5-hydroxyisoindolin-1-one). RXN SMILES: [CH2:1]([CH:8]1[C:16]2[C:11](=[CH:12][CH:13]=[C:14]([O:17]C)[CH:15]=2)[C:10](=[O:19])[N:9]1C(OC(C)(C)C)=O)[C:2]1[CH:7]=[CH:6][CH:5]=[CH:4][CH:3]=1.B(Br)(Br)Br.N#N>ClCCl>[CH2:1]([CH:8]1[C:16]2[C:11](=[CH:12][CH:13]=[C:14]([OH:17])[CH:15]=2)[C:10](=[O:19])[NH:9]1)[C:2]1[CH:3]=[CH:4][CH:5]=[CH:6][CH:7]=1. Procedure details: To a stirred and cold (−5° C.-1-10° C.) solution of tert-butyl 3-benzyl-5-methoxy-1-oxoisoindoline-2-carboxylate (0.92 g, 2.59 mmol) in dichloromethane (9 mL) was added BBr3 (7.8 mL, 7.78 mmol) dropwise under N2. This was stirred at −5° C. for 3 hours, then room temperature for overnight. TLC showed complete conversion. The reaction mixture was poured into ice-water, extracted 3× with dichloromethane. The combined organic layer was washed 1× with water, 1× with saturated NaHCO3, 1× with saturate... Reactants: CC(C)C(NC(=O)OC(C)(C)C)C(=O)O, COc1cc(CCN)ccc1OCc1ccccc1, CN1CCOCC1, CC(C)COC(=O)Cl, Cl, C1CCOC1. Yields the product COc1cc(CCNC(=O)C(NC(=O)OC(C)(C)C)C(C)C)ccc1OCc1ccccc1. RXN SMILES: [C:1](=[O:2])([O:3][C:4]([CH3:5])([CH3:6])[CH3:7])[NH:8][CH:9]([CH:10]([CH3:11])[CH3:12])[C:13](=[O:14])[OH:15].[CH2:31]([c:32]1[cH:33][cH:34][cH:35][cH:36][cH:37]1)[O:38][c:39]1[c:40]([O:48][CH3:49])[cH:41][c:42]([CH2:45][CH2:46][NH2:47])[cH:43][cH:44]1.[CH3:16][N:17]1[CH2:18][CH2:19][O:20][CH2:21][CH2:22]1.[Cl:23][C:24]([O:25][CH2:26][CH:27]([CH3:28])[CH3:29])=[O:30].[ClH:50].[O:51]1[CH2:52][CH2:53][CH2:54][CH2:55]1>>[C:1](=[O:2])([O:3][C:4]([CH3:5])([CH3:6])[CH3:7])[NH:8][CH:9]([CH:10]([CH3:11])[CH3:12])[C:13](=[O:15])[NH:47][CH2:46][CH2:45][c:42]1[cH:41][c:40]([O:48][CH3:49])[c:39]([O:38][CH2:31][c:32]2[cH:33][cH:34][cH:35][cH:36][cH:37]2)[cH:44][cH:43]1. Reactants: FC(C=1C=CC(=NC1)N)(F)F (5-(trifluoromethyl)pyridin-2-amine), CN1CCOCC1 (N-methylmorpholine), O=C1N(CCC1(C1=CC=CC=C1)C1=CC=CC=C1)CC(=O)Cl (2-(2-oxo-3,3-diphenylpyrrolidin-1-yl)acetyl chloride). The solvent is ClCCl (dichloromethane). Conditions: time 18 hour. Product: O=C1N(CCC1(C1=CC=CC=C1)C1=CC=CC=C1)CC(=O)NC1=NC=C(C=C1)C(F)(F)F (2-(2-oxo-3,3-diphenylpyrrolidin-1-yl)-N-[5-(trifluoromethyl)pyridin-2-yl]acetamide). Reaction SMILES: [O:1]=[C:2]1[C:6]([C:13]2[CH:18]=[CH:17][CH:16]=[CH:15][CH:14]=2)([C:7]2[CH:12]=[CH:11][CH:10]=[CH:9][CH:8]=2)[CH2:5][CH2:4][N:3]1[CH2:19][C:20](Cl)=[O:21].[F:23][C:24]([F:33])([F:32])[C:25]1[CH:26]=[CH:27][C:28]([NH2:31])=[N:29][CH:30]=1.CN1CCOCC1>ClCCl>[O:1]=[C:2]1[C:6]([C:13]2[CH:18]=[CH:17][CH:16]=[CH:15][CH:14]=2)([C:7]2[CH:12]=[CH:11][CH:10]=[CH:9][CH:8]=2)[CH2:5][CH2:4][N:3]1[CH2:19][C:20]([NH:31][C:28]1[CH:27]=[CH:26][C:25]([C:24]([F:32])([F:23])[F:33])=[CH:30][N:29]=1)=[O:21]. Reported procedure: To a solution of 2-(2-oxo-3,3-diphenylpyrrolidin-1-yl)acetyl chloride (Example 246A, 0.157 g, 0.5 mmol) dissolved in dichloromethane (5 mL) was added 5-(trifluoromethyl)pyridin-2-amine (0.081 g, 0.5 mmol) and N-methylmorpholine (0.085 mL, 0.75 mmol) under nitrogen. After stirring for 18 hours, the reaction mixture was concentrated, loaded onto silica gel column (Analogix®, Burlington, Wis.) and the product eluted with a gradient of 5% ethyl acetate/hexanes to 75% ethyl acetate/hexanes (Flow=30 m...